This data is from the Open Reaction Database (ORD), a public repository of structured organic reaction records. The task is: describe an organic reaction: reactants, conditions, products, and yield Reactants: [Al+3], CCCCC12CCC(=O)C(c3ccc(O)cc3)=C1c1ccc(OC)cc1C2, CC(C)S, CCOC(C)=O, [Cl-], [Cl-], [Cl-], ClCCl, Cl, c1ccccc1. Yields the product CCCCC12CCC(=O)C(c3ccc(O)cc3)=C1c1ccc(O)cc1C2. Reaction SMILES: [Al+3:29].[CH2:1]([CH2:2][CH2:3][CH3:4])[C:5]12[CH2:6][c:7]3[cH:8][c:9]([O:26][CH3:27])[cH:10][cH:11][c:12]3[C:13]1=[C:14]([c:19]1[cH:20][cH:21][c:22]([OH:25])[cH:23][cH:24]1)[C:15](=[O:18])[CH2:16][CH2:17]2.[CH3:32][CH:33]([SH:34])[CH3:35].[CH3:46][CH2:47][O:48][C:49]([CH3:50])=[O:51].[Cl-:28].[Cl-:30].[Cl-:31].[Cl:37][CH2:38][Cl:39].[ClH:36].[cH:40]1[cH:41][cH:42][cH:43][cH:44][cH:45]1>>[CH2:1]([CH2:2][CH2:3][CH3:4])[C:5]12[CH2:6][c:7]3[cH:8][c:9]([OH:26])[cH:10][cH:11][c:12]3[C:13]1=[C:14]([c:19]1[cH:20][cH:21][c:22]([OH:25])[cH:23][cH:24]1)[C:15](=[O:18])[CH2:16][CH2:17]2. Run in C1CCOC1.CO.O (THF methanol water). Reactants: IC=1C=C(C=CC1N1N=NN=C1)CC(=O)OC (methyl [3-iodo-4-(1H-tetrazol-1-yl)phenyl]acetate), O[Li].O (LiOH.H2O). Reaction SMILES: [I:1][C:2]1[CH:3]=[C:4]([CH2:13][C:14]([O:16]C)=[O:15])[CH:5]=[CH:6][C:7]=1[N:8]1[CH:12]=[N:11][N:10]=[N:9]1.O[Li].O>C1COCC1.CO.O>[I:1][C:2]1[CH:3]=[C:4]([CH2:13][C:14]([OH:16])=[O:15])[CH:5]=[CH:6][C:7]=1[N:8]1[CH:12]=[N:11][N:10]=[N:9]1 |f:1.2,3.4.5|. Reported procedure: A solution of methyl [3-iodo-4-(1H-tetrazol-1-yl)phenyl]acetate (1 g, 2.9 mmol) in a co-solution 50 mL of THF/methanol/water (2:2:1) was added added LiOH.H2O (0.6 g, 14.5 mmol), and the mixture was stirred at ambient temperature over night. Concentrated and the residue was dissolved in water and then adjusted pH=3 with 2N HCl. Extracted with DCM, and orgianc layers were washed with water, brine and dried over anhydrous sodium sulfate, concentrated to get crude product [3-iodo-4-(1H-tetrazol-1-yl... Yields the product IC=1C=C(C=CC1N1N=NN=C1)CC(=O)O ([3-iodo-4-(1H-tetrazol-1-yl)phenyl]acetic acid).